This data is from the Open Reaction Database (ORD), a public repository of structured organic reaction records. The task is: describe an organic reaction: reactants, conditions, products, and yield Starting materials: [H-].[H-].[H-].[H-].[Li+].[Al+3] (LiAlH4), C1(CCCCCC1)C(=O)O (cycloheptane carboxylic acid), [OH-].[Na+] (NaOH), aqueous solution, O (H2O), O (H2O). Solvent: CCOCC (Et2O), CCOCC (Et2O). Run at time 2 hour. The product is C1(CCCCCC1)CO (cycloheptyl-methanol). The yield is 83.3%. As a reaction SMILES: [H-].[H-].[H-].[H-].[Li+].[Al+3].[CH:7]1([C:14](O)=[O:15])[CH2:13][CH2:12][CH2:11][CH2:10][CH2:9][CH2:8]1.O.[OH-].[Na+]>CCOCC>[CH:7]1([CH2:14][OH:15])[CH2:13][CH2:12][CH2:11][CH2:10][CH2:9][CH2:8]1 |f:0.1.2.3.4.5,8.9|. Reported procedure: To an oven-dried, three-necked flask under an N2 atmosphere was added LiAlH4 (4.0 g, 0.11 mol) followed by anhydrous Et2O (100 ml). To the stirred suspension was added dropwise over 1 hour a solution of cycloheptane carboxylic acid (5.0 g, 0.035 mol) in anhydrous Et2O (50 ml). The reaction was stirred at room temperature for 2 hours and then cooled with an ice bath. H2O (4 ml) was added cautiously dropwise over 20 minutes, followed by cautious dropwise addition of NaOH (4 ml of a 15% aqueous sol...